This data is from the Open Reaction Database (ORD), a public repository of structured organic reaction records. The task is: describe an organic reaction: reactants, conditions, products, and yield Reactants: CCCCCCCCCCCCNC, CCN(C(C)C)C(C)C, ClCCl, CC(C)(CC(=O)Cl)N=[N+]=[N-]. Product: CCCCCCCCCCCCN(C)C(=O)CC(C)(C)N=[N+]=[N-]. As a reaction SMILES: [CH3:1][NH:2][CH2:3][CH2:4][CH2:5][CH2:6][CH2:7][CH2:8][CH2:9][CH2:10][CH2:11][CH2:12][CH2:13][CH3:14].[CH:15]([N:16]([CH2:17][CH3:18])[CH:19]([CH3:20])[CH3:21])([CH3:22])[CH3:23].[Cl:34][CH2:35][Cl:36].[N:24](=[N+:25]=[N-:26])[C:27]([CH2:28][C:29](=[O:30])[Cl:31])([CH3:32])[CH3:33]>>[CH3:1][N:2]([CH2:3][CH2:4][CH2:5][CH2:6][CH2:7][CH2:8][CH2:9][CH2:10][CH2:11][CH2:12][CH2:13][CH3:14])[C:29]([CH2:28][C:27]([N:24]=[N+:25]=[N-:26])([CH3:32])[CH3:33])=[O:30]. Starting materials: C(=C)N1C(CCC1)=O (vinyl pyrrolidone), C(C)(C)(C)OO (tertiary butyl hydroperoxide), C(=C)N1C(CCC1)=O (vinyl pyrrolidone), C(C)(=O)OC=C (vinyl acetate), S([O-])[O-].C=O.[Na+].[Na+] (sodium formaldehyde sulphoxylate), C(C=C)(=O)OCCCC (butyl acrylate), C(C)(C)(C)OO (tertiary butyl hydroperoxide), cellulose, Cellosize, S([O-])[O-].C=O.[Na+].[Na+] (sodium formaldehyde sulphoxylate). The solvent is O (water), O (water), O (water), O (water). Conditions: temperature 55 celsius. Product: C(C)(=O)OC=C.C(C=C)(=O)OCCCC (vinyl acetate butyl acrylate), polyvinyl pyrrolidone. RXN SMILES: C(N1CCCC1=O)=C.C(OO)(C)(C)C.S([O-])[O-].C=O.[Na+].[Na+].[C:22]([O:25][CH:26]=[CH2:27])(=[O:24])[CH3:23].[C:28]([O:32][CH2:33][CH2:34][CH2:35][CH3:36])(=[O:31])[CH:29]=[CH2:30]>O>[C:22]([O:25][CH:26]=[CH2:27])(=[O:24])[CH3:23].[C:28]([O:32][CH2:33][CH2:34][CH2:35][CH3:36])(=[O:31])[CH:29]=[CH2:30] |f:2.3.4.5,9.10|. Reported procedure: 0.3 parts by weight (ppw) of the anionic polyelectrolyte dispersant used in Example 1, 1.6 ppw of the non-ionic surfactant solution quoted at the foot of Table 4, 0.1 ppw of the cellulose "Cellosize" QP 300 and 2.8 ppw vinyl pyrrolidone were dissolved at ambient temperature (20° to 25° C.) in 54.8 ppw water contained in a glass polymerisation vessel fitted with a stirrer, reflux condenser and inlets for reactants. The vessel was fluxed with nitrogen and then maintained under an atmosphere of nit... Reactants: Fc1cc(Cl)cc(Br)c1, CN1CCCC1=O, Cl, [H-], [Na+], OCc1ccccc1. As a reaction SMILES: [Br:1][c:2]1[cH:3][c:4]([Cl:9])[cH:5][c:6]([F:8])[cH:7]1.[CH3:21][N:22]1[CH2:23][CH2:24][CH2:25][C:26]1=[O:27].[ClH:20].[H-:18].[Na+:19].[OH:10][CH2:11][c:12]1[cH:13][cH:14][cH:15][cH:16][cH:17]1>>[Br:1][c:2]1[cH:3][c:4]([Cl:9])[cH:5][c:6]([O:10][CH2:11][c:12]2[cH:13][cH:14][cH:15][cH:16][cH:17]2)[cH:7]1. The product is Clc1cc(Br)cc(OCc2ccccc2)c1. Starting materials: OC1=C(C=CC(=C1)CCCCCCCCCCCCCC)C(CCCCC)=O (1-(2-hydroxy-4-tetradecylphenyl)-1-hexanone), C(C)(=O)O (acetic acid). Reagents/catalysts: [Pd] (palladium on carbon). Run in CO (methanol). Run at time 24 hour. Yields the product C(CCCCC)C1=C(C=C(C=C1)CCCCCCCCCCCCCC)O (2-Hexyl-5-tetradecylphenol). The yield is 93.4%. As a reaction SMILES: [OH:1][C:2]1[CH:7]=[C:6]([CH2:8][CH2:9][CH2:10][CH2:11][CH2:12][CH2:13][CH2:14][CH2:15][CH2:16][CH2:17][CH2:18][CH2:19][CH2:20][CH3:21])[CH:5]=[CH:4][C:3]=1[C:22](=O)[CH2:23][CH2:24][CH2:25][CH2:26][CH3:27].C(O)(=O)C>[Pd].CO>[CH2:22]([C:3]1[CH:4]=[CH:5][C:6]([CH2:8][CH2:9][CH2:10][CH2:11][CH2:12][CH2:13][CH2:14][CH2:15][CH2:16][CH2:17][CH2:18][CH2:19][CH2:20][CH3:21])=[CH:7][C:2]=1[OH:1])[CH2:23][CH2:24][CH2:25][CH2:26][CH3:27]. Procedure details: A mixture of 16.99 g of 1-(2-hydroxy-4-tetradecylphenyl)-1-hexanone, 4 g of 5% palladium on carbon catalyst, 100 ml of glacial acetic acid and 50 ml of methanol was hydrogenated in a Parr apparatus for 24 hours. The mixture was filtered, the solvents removed and the residue dissolved in ether, washed with water and dried. This crude material was chromatographed on silica gel, eluting with hexane:ethyl acetate (10:1), giving 15.3 g of the desired product, mp 43°-45° C. Starting materials: CC(C)c1ccc(CNc2ncccc2C(=O)Nc2ccc(Cl)cc2)c(OCCNC(=O)OC(C)(C)C)c1, ClCCl. Product: CC(C)c1ccc(CNc2ncccc2C(=O)Nc2ccc(Cl)cc2)c(OCCN)c1. As a reaction SMILES: [C:1]([O:2][C:3]([CH3:4])([CH3:5])[CH3:6])(=[O:7])[NH:8][CH2:9][CH2:10][O:11][c:12]1[c:13]([CH2:14][NH:15][c:16]2[n:17][cH:18][cH:19][cH:20][c:21]2[C:22](=[O:23])[NH:24][c:25]2[cH:26][cH:27][c:28]([Cl:31])[cH:29][cH:30]2)[cH:32][cH:33][c:34]([CH:36]([CH3:37])[CH3:38])[cH:35]1.[CH2:39]([Cl:40])[Cl:41]>>[NH2:8][CH2:9][CH2:10][O:11][c:12]1[c:13]([CH2:14][NH:15][c:16]2[n:17][cH:18][cH:19][cH:20][c:21]2[C:22](=[O:23])[NH:24][c:25]2[cH:26][cH:27][c:28]([Cl:31])[cH:29][cH:30]2)[cH:32][cH:33][c:34]([CH:36]([CH3:37])[CH3:38])[cH:35]1. Reactants: COC1=C(CNC(C#N)CCCC2=CC=C(C=C2)OC[C@H]2OC(OC2)(C)C)C=CC(=C1)OC (2-(2,4-dimethoxy-benzylamino)-5-[4-((R)-2,2-dimethyl-[1,3]dioxolan-4-ylmethoxy)-phenyl]-pentanenitrile), [OH-].[Na+] (sodium hydroxide), O (Water), O (water), [H-].[Al+3].[Li+].[H-].[H-].[H-] (lithium aluminium hydride), solution, aqueous solution. Solvent: C(C)OCC (diethyl ether), C(C)OCC (diethyl ether), C(C)OCC (diethyl ether). Conditions: time 3 hour. The product is COC1=C(CNC(CN)CCCC2=CC=C(C=C2)OC[C@H]2OC(OC2)(C)C)C=CC(=C1)OC (N*2*-(2,4-Dimethoxy-benzyl)-5-[4-((R)-2,2-dimethyl-[1,3]dioxolan-4-ylmethoxy)-phenyl]-pentane-1,2-diamine). RXN SMILES: [CH3:1][O:2][C:3]1[CH:31]=[C:30]([O:32][CH3:33])[CH:29]=[CH:28][C:4]=1[CH2:5][NH:6][CH:7]([CH2:10][CH2:11][CH2:12][C:13]1[CH:18]=[CH:17][C:16]([O:19][CH2:20][C@@H:21]2[CH2:25][O:24][C:23]([CH3:27])([CH3:26])[O:22]2)=[CH:15][CH:14]=1)[C:8]#[N:9].[H-].[Al+3].[Li+].[H-].[H-].[H-].O.[OH-].[Na+]>C(OCC)C>[CH3:1][O:2][C:3]1[CH:31]=[C:30]([O:32][CH3:33])[CH:29]=[CH:28][C:4]=1[CH2:5][NH:6][CH:7]([CH2:10][CH2:11][CH2:12][C:13]1[CH:14]=[CH:15][C:16]([O:19][CH2:20][C@@H:21]2[CH2:25][O:24][C:23]([CH3:27])([CH3:26])[O:22]2)=[CH:17][CH:18]=1)[CH2:8][NH2:9] |f:1.2.3.4.5.6,8.9|. Procedure: To a solution of 2-(2,4-dimethoxy-benzylamino)-5-[4-((R)-2,2-dimethyl-[1,3]dioxolan-4-ylmethoxy)-phenyl]-pentanenitrile (513 mg, 1.12 mmol) in diethyl ether (15 mL) under argon is slowly added lithium aluminium hydride (2.25 mL of a 1.0 M solution in diethyl ether, 2.25 mmol). The resulting reaction mixture is stirred at RT for 3 h, then is left standing at RT overnight. Water (0.1 mL) is added cautiously, followed by sodium hydroxide (0.2 mL of a 15% aqueous solution) and a further portion of w... The reactants are OC1C(C(CC1)C=O)CCCCCCO (3-hydroxy-2-(6-hydroxyhexyl)cyclopentanecarbaldehyde), C(CCCCC)(=O)C=P(C1=CC=CC=C1)(C1=CC=CC=C1)C1=CC=CC=C1 (hexanoylmethylene triphenylphosphorane). Run in O1CCCC1 (tetrahydrofuran). Product: OCCCCCCC1C(CCC1C=CC(CCCCC)=O)O (2-(6-hydroxyhexyl)-3-(3-oxo-1-octenyl)cyclopentanol). Yield: 64.2%. RXN SMILES: [OH:1][CH:2]1[CH2:6][CH2:5][CH:4]([CH:7]=O)[CH:3]1[CH2:9][CH2:10][CH2:11][CH2:12][CH2:13][CH2:14][OH:15].[C:16]([CH:23]=P(C1C=CC=CC=1)(C1C=CC=CC=1)C1C=CC=CC=1)(=[O:22])[CH2:17][CH2:18][CH2:19][CH2:20][CH3:21]>O1CCCC1>[OH:15][CH2:14][CH2:13][CH2:12][CH2:11][CH2:10][CH2:9][CH:3]1[CH:4]([CH:7]=[CH:23][C:16](=[O:22])[CH2:17][CH2:18][CH2:19][CH2:20][CH3:21])[CH2:5][CH2:6][CH:2]1[OH:1]. Reported procedure: A mixture of 3-hydroxy-2-(6-hydroxyhexyl)cyclopentanecarbaldehyde (8.6 g.) and hexanoylmethylene triphenylphosphorane (16 g., 0.043 mole) in dry tetrahydrofuran (100 ml.) was heated under reflux for 6 hours. The solvent was removed in vacuo and the residue was chromatographed on silica gel. Elution with a 3:2 mixture of petrol (b.p. 40°-60°C.) and ethyl acetate gave 2-(6-hydroxyhexyl)-3-(3-oxo-1-octenyl)cyclopentanol (8 g.), νmax 1660 cm-1, 1620 cm-1 (liquid film). The reactants are [Cl-].[NH4+] (ammonium chloride), [Li].C[Cu]C (dimethyl copper lithium), C(C1=CC=CC=C1)OC1=C(C=CC(=C1)C(CCCCCC)(C)C)C1CC=CC(C1)=O (5-[2-benzyloxy-4-(1,1-dimethylheptyl)phenyl]-2-cyclohexen-1-one). The solvent is CCOCC (ether), CCCCCC (hexane), CCOCC (ether). Reaction conditions: time 15 minute. Product: C(C1=CC=CC=C1)OC1=C(C=CC(=C1)C(CCCCCC)(C)C)[C@@H]1CC(C[C@H](C1)C)=O (trans-3-[2-Benzyloxy-4-(1,1-dimethylheptyl)phenyl]-5-methyl-cyclohexanone). The yield is 91.1%. As a reaction SMILES: [Li].[CH3:2][Cu]C.[CH2:5]([O:12][C:13]1[CH:18]=[C:17]([C:19]([CH3:27])([CH3:26])[CH2:20][CH2:21][CH2:22][CH2:23][CH2:24][CH3:25])[CH:16]=[CH:15][C:14]=1[CH:28]1[CH2:33][C:32](=[O:34])[CH:31]=[CH:30][CH2:29]1)[C:6]1[CH:11]=[CH:10][CH:9]=[CH:8][CH:7]=1.[Cl-].[NH4+]>CCOCC.CCCCCC>[CH2:5]([O:12][C:13]1[CH:18]=[C:17]([C:19]([CH3:26])([CH3:27])[CH2:20][CH2:21][CH2:22][CH2:23][CH2:24][CH3:25])[CH:16]=[CH:15][C:14]=1[C@H:28]1[CH2:29][C@H:30]([CH3:2])[CH2:31][C:32](=[O:34])[CH2:33]1)[C:6]1[CH:7]=[CH:8][CH:9]=[CH:10][CH:11]=1 |f:0.1,3.4,^1:0|. Procedure details: To a 0° C. solution of dimethyl copper lithium (2.47 mmole) in ether (3 ml) and hexane (2 ml) was added dropwise a solution of 5-[2-benzyloxy-4-(1,1-dimethylheptyl)phenyl]-2-cyclohexen-1-one (500 mg, 1.24 mmole) in ether (1.5 ml). The reaction mixture was stirred for 15 minutes and then poured into saturated aqueous ammonium chloride (300 ml). The quenched reaction was extracted with three 50 ml portions of ether, the combined ether extracts washed with water, saturated sodium chloride, dried ov...